From a dataset of the Open Reaction Database (ORD), a public repository of structured organic reaction records. describe an organic reaction: reactants, conditions, products, and yield The reactants are C(C=C)(=O)Cl (acryloyl chloride), ClC=1C(=NC(=NC1)NC=1C=C(C(=CC1OC)N(CCN1CCN(CC1)C)C)N)C=1C=NN2C1C=CC=C2 (N4-(5-chloro-4-pyrazolo[1,5-a]pyridin-3-ylpyrimidin-2-yl)-5-methoxy-N1-methyl-N1-[2-(4-methylpiperazin-1-yl)ethyl]benzene-1,2,4-triamine), ClC=1C(=NC(=NC1)NC=1C=C(C(=CC1OC)N(CCN1CCN(CC1)C)C)N)C=1C=NN2C1C=CC=C2 (N4-(5-chloro-4-pyrazolo[1,5-a]pyridin-3-ylpyrimidin-2-yl)-5-methoxy-N1-methyl-N1-[2-(4-methylpiperazin-1-yl)ethyl]benzene-1,2,4-triamine). The solvent is C(Cl)Cl (CH2Cl2), C(Cl)Cl (CH2Cl2), C(Cl)Cl (CH2Cl2). Reaction conditions: time 1 hour. Yields the product ClC=1C(=NC(=NC1)NC=1C(=CC(=C(C1)NC(C=C)=O)N(CCN1CCN(CC1)C)C)OC)C=1C=NN2C1C=CC=C2 (N-(5-{[5-Chloro-4-pyrazolo[1,5-a]pyridin-3-ylpyrimidin-2-yl]amino}-4-methoxy-2-{methyl-[2-(4-methylpiperazin-1-yl)ethyl]amino}phenyl)prop-2-enamide). Yield: 63.1%. As a reaction SMILES: [C:1](Cl)(=[O:4])[CH:2]=[CH2:3].[Cl:6][C:7]1[C:8]([C:34]2[CH:35]=[N:36][N:37]3[CH:42]=[CH:41][CH:40]=[CH:39][C:38]=23)=[N:9][C:10]([NH:13][C:14]2[CH:15]=[C:16]([NH2:33])[C:17]([N:22]([CH3:32])[CH2:23][CH2:24][N:25]3[CH2:30][CH2:29][N:28]([CH3:31])[CH2:27][CH2:26]3)=[CH:18][C:19]=2[O:20][CH3:21])=[N:11][CH:12]=1>C(Cl)Cl>[Cl:6][C:7]1[C:8]([C:34]2[CH:35]=[N:36][N:37]3[CH:42]=[CH:41][CH:40]=[CH:39][C:38]=23)=[N:9][C:10]([NH:13][C:14]2[C:19]([O:20][CH3:21])=[CH:18][C:17]([N:22]([CH3:32])[CH2:23][CH2:24][N:25]3[CH2:30][CH2:29][N:28]([CH3:31])[CH2:27][CH2:26]3)=[C:16]([NH:33][C:1](=[O:4])[CH:2]=[CH2:3])[CH:15]=2)=[N:11][CH:12]=1. Reported procedure: A solution of acryloyl chloride (0.028 mL, 0.35 mmol) in CH2Cl2 (1 mL) was added dropwise to a stirred mixture of N4-(5-chloro-4-pyrazolo[1,5-a]pyridin-3-ylpyrimidin-2-yl)-5-methoxy-N1-methyl-N1-[2-(4-methylpiperazin-1-yl)ethyl]benzene-1,2,4-triamine (Intermediate 107, 0.174 g, 0.33 mmol) in CH2Cl2 (2.5 mL) under N2. The mixture was then stirred at r.t. for 1 h and was then diluted with CH2Cl2 (25 mL). This solution was washed with sat. NaHCO3 (25 mL) and the aqueous wash solution was extracted ... Reactants: CC(=O)C1=CC(=C(C=C1N)OC)OC (2-amino-4,5-dimethoxyacetophenone), C(C=C)(=O)O (acrylic acid). Solvent: C(C)(=O)O (acetic acid). Reaction conditions: temperature 90 celsius. The product is C(C)(=O)C1=C(C=C(C(=C1)OC)OC)NCCC(=O)O (N-(2-acetyl-4,5-dimethoxyphenyl)-β-alanine). Yield: 84.2%. RXN SMILES: [CH3:1][C:2]([C:4]1[C:9]([NH2:10])=[CH:8][C:7]([O:11][CH3:12])=[C:6]([O:13][CH3:14])[CH:5]=1)=[O:3].[C:15]([OH:19])(=[O:18])[CH:16]=[CH2:17]>C(O)(=O)C>[C:2]([C:4]1[CH:5]=[C:6]([O:13][CH3:14])[C:7]([O:11][CH3:12])=[CH:8][C:9]=1[NH:10][CH2:17][CH2:16][C:15]([OH:19])=[O:18])(=[O:3])[CH3:1]. Procedure: A mixture of 2-amino-4,5-dimethoxyacetophenone (910 g, 4.66 mol), acrylic acid (730 ml., 10.67 mol), and acetic acid (2100 ml) was heated at 90° C. for 2 hours. Following treatment with Darco and hot filtration, the product was precipitated by the addition of water (2475 ml) over a 1 hour period. The reaction mixture was cooled and the product was filtered and washed with cold distilled water (4×90 ml) and cold methanol (1×600 ml). Drying under vacuum at 60° C. gave 1049 g (84%) of the product a... The reactants are C[O-], CO, Nc1nc2cc(F)c(F)cc2nc1Cl, [Na+], C1CCOC1. Yields the product COc1nc2cc(F)c(F)cc2nc1N. RXN SMILES: [CH3:15][O-:16].[CH3:23][OH:24].[NH2:1][c:2]1[n:3][c:4]2[cH:5][c:6]([F:14])[c:7]([F:13])[cH:8][c:9]2[n:10][c:11]1[Cl:12].[Na+:17].[O:18]1[CH2:19][CH2:20][CH2:21][CH2:22]1>>[NH2:1][c:2]1[n:3][c:4]2[cH:5][c:6]([F:14])[c:7]([F:13])[cH:8][c:9]2[n:10][c:11]1[O:16][CH3:15].